Task: describe an organic reaction: reactants, conditions, products, and yield. Dataset: the Open Reaction Database (ORD), a public repository of structured organic reaction records Starting materials: ClCCl, O=C(O)C(F)(F)F, O=C(Nc1ccc2c(c1)c(-c1nc3ccccc3[nH]1)nn2C1CCCCO1)C1CC1(F)F. Product: O=C(Nc1ccc2[nH]nc(-c3nc4ccccc4[nH]3)c2c1)C1CC1(F)F. As a reaction SMILES: [Cl:40][CH2:41][Cl:42].[F:1][C:2]([F:3])([F:4])[C:5]([OH:6])=[O:7].[nH:8]1[c:9](-[c:17]2[n:18][n:19]([CH:34]3[CH2:35][CH2:36][CH2:37][CH2:38][O:39]3)[c:20]3[cH:21][cH:22][c:23]([NH:26][C:27](=[O:28])[CH:29]4[C:30]([F:32])([F:33])[CH2:31]4)[cH:24][c:25]23)[n:10][c:11]2[c:12]1[cH:13][cH:14][cH:15][cH:16]2>>[n:8]1[c:9](-[c:17]2[n:18][nH:19][c:20]3[cH:21][cH:22][c:23]([NH:26][C:27](=[O:28])[CH:29]4[C:30]([F:32])([F:33])[CH2:31]4)[cH:24][c:25]23)[nH:10][c:11]2[c:12]1[cH:13][cH:14][cH:15][cH:16]2. As a reaction SMILES: [CH3:23][O:24][P:25]([O:26][CH3:27])([O:28][CH3:29])=[O:30].[O:1]=[c:2]1[nH:3][c:4]2[cH:5][c:6]3[c:7]([cH:8][c:9]2[c:10]([C:12]([F:13])([F:14])[F:15])[cH:11]1)[C:16]([CH3:21])([CH3:22])[CH:17]([CH3:20])[N:18]3[CH3:19]>>[O:1]=[c:2]1[n:3]([CH3:23])[c:4]2[cH:5][c:6]3[c:7]([cH:8][c:9]2[c:10]([C:12]([F:13])([F:14])[F:15])[cH:11]1)[C:16]([CH3:21])([CH3:22])[CH:17]([CH3:20])[N:18]3[CH3:19]. Product: CC1N(C)c2cc3c(cc2C1(C)C)c(C(F)(F)F)cc(=O)n3C. Starting materials: COP(=O)(OC)OC, CC1N(C)c2cc3[nH]c(=O)cc(C(F)(F)F)c3cc2C1(C)C. Reactants: CN(CCN)C (N1,N1-Dimethyl-ethane-1,2-diamine), [BH-](OC(=O)C)(OC(=O)C)OC(=O)C.[Na+] (Na(OAc)3BH), O=C1N(C(C=2NC(=NC2N1CCC)C12CCCC(CCC1)(C2)C=O)=O)CCC (5-(2,6-Dioxo-1,3-dipropyl-2,3,6,7-tetrahydro-1H-purin-8-yl)-bicyclo[3.3.1]nonane-1-carbaldehyde). The reagents and catalysts are C(C)(=O)O (Acetic acid). Run in C(Cl)Cl (CH2Cl2), C(C)(=O)OCC (ethyl acetate). Run at time 8 hour. Yields the product CN(CCNCC12CCCC(CCC1)(C2)C2=NC=1N(C(N(C(C1N2)=O)CCC)=O)CCC)C (8-{5-[(2-Dimethylamino-ethylamino)-methyl]-bicyclo[3.3.1]non-1-yl}-1,3-dipropyl-3,7-dihydro-purine-2,6-dione). As a reaction SMILES: [O:1]=[C:2]1[N:10]([CH2:11][CH2:12][CH3:13])[C:9]2[N:8]=[C:7]([C:14]34[CH2:22][C:18]([CH:23]=O)([CH2:19][CH2:20][CH2:21]3)[CH2:17][CH2:16][CH2:15]4)[NH:6][C:5]=2[C:4](=[O:25])[N:3]1[CH2:26][CH2:27][CH3:28].[CH3:29][N:30]([CH3:34])[CH2:31][CH2:32][NH2:33].[BH-](OC(C)=O)(OC(C)=O)OC(C)=O.[Na+]>C(Cl)Cl.C(O)(=O)C.C(OCC)(=O)C>[CH3:29][N:30]([CH3:34])[CH2:31][CH2:32][NH:33][CH2:23][C:18]12[CH2:22][C:14]([C:7]3[NH:6][C:5]4[C:4](=[O:25])[N:3]([CH2:26][CH2:27][CH3:28])[C:2](=[O:1])[N:10]([CH2:11][CH2:12][CH3:13])[C:9]=4[N:8]=3)([CH2:21][CH2:20][CH2:19]1)[CH2:15][CH2:16][CH2:17]2 |f:2.3|. Procedure: 5-(2,6-Dioxo-1,3-dipropyl-2,3,6,7-tetrahydro-1H-purin-8-yl)-bicyclo[3.3.1]nonane-1-carbaldehyde (40 mg) taken in 5 ml of CH2Cl2.N1,N1-Dimethyl-ethane-1,2-diamine (40 mg), Na(OAc)3BH (100 mg), 2 drops of Acetic acid were added and stirred at rt overnight. Next day the reaction mixture was diluted with ethyl acetate, washed with sat. NAHCO3, brine and dried over MgSO4. The solvent was removed under reduced pressure. The crude product was purified by Preparative HPLC. Mass (ES+ 459) Starting materials: NC=1C=C(C=CC1)NC(=O)NC1=CC(=CC=C1)COCCOCCCCCCN1C(O[C@@H](C1)C1=CC2=C(OC(OC2)(C)C)C=C1)=O (N-(3-aminophenyl)-N′-[3-({2-({6-[(5R)-5-(2,2-dimethyl-4H-1,3-benzodioxin-6-yl)-2-oxo-1,3-oxazolidin-3-yl]hexyl}oxy)ethoxy}methyl)phenyl]-urea), Cl.C(C1=CN=CC=C1)(=O)Cl (nicotinoyl chloride hydrochloride), C([O-])(O)=O.[Na+] (sodium bicarbonate). Solvent: N1=CC=CC=C1 (pyridine). Conditions: time 5.5 hour. Product: CC1(OCC2=C(O1)C=CC(=C2)[C@@H]2CN(C(O2)=O)CCCCCCOCCOCC=2C=C(C=CC2)NC(=O)NC=2C=C(C=CC2)NC(=O)C=2C=NC=CC2)C (N-{3-[({[3-({2-({6-[(5R)-5-(2,2-Dimethyl-4H-1,3-benzodioxin-6-yl)-2-oxo-1,3-oxazolidin-3-yl]hexyl}oxy)ethoxy}methyl)phenyl]amino}carbonyl)amino]-phenyl}pyridine-3-carboxamide). Yield: 89.6%. RXN SMILES: [NH2:1][C:2]1[CH:3]=[C:4]([NH:8][C:9]([NH:11][C:12]2[CH:17]=[CH:16][CH:15]=[C:14]([CH2:18][O:19][CH2:20][CH2:21][O:22][CH2:23][CH2:24][CH2:25][CH2:26][CH2:27][CH2:28][N:29]3[CH2:33][C@@H:32]([C:34]4[CH:45]=[CH:44][C:37]5[O:38][C:39]([CH3:43])([CH3:42])[O:40][CH2:41][C:36]=5[CH:35]=4)[O:31][C:30]3=[O:46])[CH:13]=2)=[O:10])[CH:5]=[CH:6][CH:7]=1.Cl.[C:48](Cl)(=[O:55])[C:49]1[CH:54]=[CH:53][CH:52]=[N:51][CH:50]=1.C(=O)(O)[O-].[Na+]>N1C=CC=CC=1>[CH3:43][C:39]1([CH3:42])[O:38][C:37]2[CH:44]=[CH:45][C:34]([C@H:32]3[O:31][C:30](=[O:46])[N:29]([CH2:28][CH2:27][CH2:26][CH2:25][CH2:24][CH2:23][O:22][CH2:21][CH2:20][O:19][CH2:18][C:14]4[CH:13]=[C:12]([NH:11][C:9]([NH:8][C:4]5[CH:3]=[C:2]([NH:1][C:48]([C:49]6[CH:50]=[N:51][CH:52]=[CH:53][CH:54]=6)=[O:55])[CH:7]=[CH:6][CH:5]=5)=[O:10])[CH:17]=[CH:16][CH:15]=4)[CH2:33]3)=[CH:35][C:36]=2[CH2:41][O:40]1 |f:1.2,3.4|. Reported procedure: A solution of N-(3-aminophenyl)-N′-[3-({2-({6-[(5R)-5-(2,2-dimethyl-4H-1,3-benzodioxin-6-yl)-2-oxo-1,3-oxazolidin-3-yl]hexyl}oxy)ethoxy}methyl)phenyl]-urea (0.20 g) in pyridine (4 ml) was treated under nitrogen at 20° with nicotinoyl chloride hydrochloride (0.118 g) and the mixture stirred for 5.5 h. Sat. sodium bicarbonate solution (25 ml) was added and the product was extracted with dichloromethane (3×20 ml). The combined organic layer was dried (Na2SO4) and the solvent removed in vacuo to giv...